From a dataset of the Open Reaction Database (ORD), a public repository of structured organic reaction records. describe an organic reaction: reactants, conditions, products, and yield Reactants: ClC1=C(C(CCC1)=O)CC(=O)[O-] (α-(2-chloro-6-oxocyclohex-1-enyl)acetate), SCC(=O)OCC (ethyl mercaptoacetate), C(C)O (ethanol), CC(C)([O-])C.[K+] (potassium t-butoxide), C(C)O (ethanol). Reaction conditions: time 2 hour. Product: C(C)OC1=C(C(CCC1SC=C=O)=O)CC(=O)OCC (ethyl α-(2-ethoxy-carbonylmethylthio-6-oxocyclohex-1-enyl)acetate). Reaction SMILES: Cl[C:2]1[CH2:7][CH2:6][CH2:5][C:4](=[O:8])[C:3]=1[CH2:9][C:10]([O-:12])=[O:11].[SH:13][CH2:14][C:15]([O:17]CC)=O.[CH3:20][C:21](C)([O-:23])C.[K+].[CH2:26](O)[CH3:27]>>[CH2:21]([O:23][C:2]1[CH:7]([S:13][CH:14]=[C:15]=[O:17])[CH2:6][CH2:5][C:4](=[O:8])[C:3]=1[CH2:9][C:10]([O:12][CH2:26][CH3:27])=[O:11])[CH3:20] |f:2.3|. Procedure details: To a solution of α-(2-chloro-6-oxocyclohex-1-enyl)acetate (700 g) in anhydrous ethanol (2.1L) is added ethyl mercaptoacetate (410 g). Then to this solution is added at 5° a solution of potassium t-butoxide (381 g) in anhydrous ethanol (1.8L) dropwise over a period of 1.5 hours. This is stirred for an additional 2 hours at this temperature and then kept at room temperature overnight. The solvent is removed in vacuo and the residue is mixed with ethyl ether (3L) and water. The layers are separated... The reactants are Br, COC(=O)N1CCC(c2cc(=O)[nH]o2)CC1c1ccc(C(F)(F)F)c(F)c1. The product is O=c1cc(C2CCNC(c3ccc(C(F)(F)F)c(F)c3)C2)o[nH]1. Reaction SMILES: [BrH:28].[F:1][c:2]1[cH:3][c:4]([CH:12]2[N:13]([C:24]([O:25][CH3:26])=[O:27])[CH2:14][CH2:15][CH:16]([c:18]3[cH:19][c:20](=[O:23])[nH:21][o:22]3)[CH2:17]2)[cH:5][cH:6][c:7]1[C:8]([F:9])([F:10])[F:11]>>[F:1][c:2]1[cH:3][c:4]([CH:12]2[NH:13][CH2:14][CH2:15][CH:16]([c:18]3[cH:19][c:20](=[O:23])[nH:21][o:22]3)[CH2:17]2)[cH:5][cH:6][c:7]1[C:8]([F:9])([F:10])[F:11]. Starting materials: BrC=1C2=C(C=NC1)C=CO2 (7-bromofuro[3,2-c]pyridine), [Cu](C#N)C#N (copper cyanide), CN(C=O)C (dimethylformamide). Reagents/catalysts: [Cu](I)I (copper iodide). The solvent is C(C)OCC (diethyl ether). The product is O1C=CC=2C=NC=C(C21)C#N (Furo[3,2-c]pyridine-7-carbonitrile). RXN SMILES: Br[C:2]1[C:3]2[O:10][CH:9]=[CH:8][C:4]=2[CH:5]=[N:6][CH:7]=1.[Cu](C#N)[C:12]#[N:13].CN(C)C=O>C(OCC)C.[Cu](I)I>[O:10]1[C:3]2[C:2]([C:12]#[N:13])=[CH:7][N:6]=[CH:5][C:4]=2[CH:8]=[CH:9]1. Reported procedure: Combine 7-bromofuro[3,2-c]pyridine (4.673 g, 23.5 mmol), copper cyanide (4.21 g, 47.1 mmol), copper iodide (8.96 g, 47.1 mmol), and anhydrous dimethylformamide (100 mL) and at 130° C. for 30 hours. Cool to room temperature, dilute with diethyl ether and wash with 15% aqueous ammonium hydroxide. Extract combined aqueous layers with diethyl ether, wash combined organic layers with 15% aqueous ammonium hydroxide, and brine, dry over magnesium sulfate, and concentrate. Purification using flash chrom... Reactants: material, C(CCl)Cl (ethylene dichloride), 3A, C(C)OC1=CC=C(C=C1)N=C(C)CC(C)C (4-methyl-2-pentanone p-ethoxyphenylimine), II (iodine), CC(=O)C (acetone). Product: CC1(NC2=CC=C(C=C2C(=C1)C)OCC)CC(C)C (1,2-dihydro-2,4-dimethyl-2-isobutyl-6-ethoxyquinoline). RXN SMILES: [CH2:1]([O:3][C:4]1[CH:9]=[CH:8][C:7]([N:10]=[C:11]([CH2:13][CH:14]([CH3:16])[CH3:15])[CH3:12])=[CH:6][CH:5]=1)[CH3:2].II.C(Cl)CCl.[CH3:23][C:24]([CH3:26])=O>>[CH3:12][C:11]1([CH2:13][CH:14]([CH3:15])[CH3:16])[CH:23]=[C:24]([CH3:26])[C:8]2[C:7](=[CH:6][CH:5]=[C:4]([O:3][CH2:1][CH3:2])[CH:9]=2)[NH:10]1. Procedure: A portion (5.98g) of this material, 4-methyl-2-pentanone p-ethoxyphenylimine, combined with iodine (0.15g), ethylene dichloride (0.5 ml) and acetone (200 ml), was refluxed for about 26 hours in a Soxhlet extractor, which was charged with molecular sieves 3A and fitted with a moisture trap at the condenser outlet. The product was evaporated to dryness in vacuo and then fractionated. Fractions with b.p.≥120° C/0.5 mm were combined and the brown oil (3.26lg) was chromatographed on silica gel (180g,... Reactants: C(#N)C1=CC=C(C=C1)B(O)O (4-cyanobenzeneboronic acid), BrC1=CC=C(C=CC(=O)OC)C=C1 (methyl 4-bromocinnamate), C1(=CC=CC=C1)C (toluene), CCOC(=O)C (EtOAc). The reagents and catalysts are C=1C=CC(=CC1)[P](C=2C=CC=CC2)(C=3C=CC=CC3)[Pd]([P](C=4C=CC=CC4)(C=5C=CC=CC5)C=6C=CC=CC6)([P](C=7C=CC=CC7)(C=8C=CC=CC8)C=9C=CC=CC9)[P](C=1C=CC=CC1)(C=1C=CC=CC1)C=1C=CC=CC1 (Pd(PPh3)4). Solvent: CO (MeOH), C(=O)([O-])[O-].[Na+].[Na+] (Na2CO3), O (water). The product is C(#N)C1=CC(=C(C=C1)C1=CC=CC=C1)C=CC(=O)OC (methyl 3-(4-cyanobiphenylyl)acrylate). RXN SMILES: Br[C:2]1[CH:13]=[CH:12][C:5]([CH:6]=[CH:7][C:8]([O:10][CH3:11])=[O:9])=[CH:4][CH:3]=1.[C:14](C1C=CC(B(O)O)=CC=1)#[N:15].CCOC(C)=O.[C:31]1(C)[CH:36]=[CH:35][CH:34]=[CH:33][CH:32]=1>CO.C([O-])([O-])=O.[Na+].[Na+].O.C1C=CC([P]([Pd]([P](C2C=CC=CC=2)(C2C=CC=CC=2)C2C=CC=CC=2)([P](C2C=CC=CC=2)(C2C=CC=CC=2)C2C=CC=CC=2)[P](C2C=CC=CC=2)(C2C=CC=CC=2)C2C=CC=CC=2)(C2C=CC=CC=2)C2C=CC=CC=2)=CC=1>[C:14]([C:13]1[CH:2]=[CH:3][C:4]([C:31]2[CH:36]=[CH:35][CH:34]=[CH:33][CH:32]=2)=[C:5]([CH:6]=[CH:7][C:8]([O:10][CH3:11])=[O:9])[CH:12]=1)#[N:15] |f:5.6.7,^1:50,52,71,90|. Procedure: 820 mg (3.4 mmol) of methyl 4-bromocinnamate were dissolved in 7 ml of dry toluene, added with 116 mg (0.1 mmol) of Pd(PPh3)4, a solution of 374 mg (1.1 mmol) of 4-cyanobenzeneboronic acid in 2 ml of MeOH, 6.8 ml of 2M Na2CO3 in water, and refluxed 9 h. Addition of EtOAc, washing with water, then with brine, filtration and flash chromatography (Merck silicagel) with Hexane/EtOAc mixtures 9/1 gave 273 mg of methyl 3-(4-cyanobiphenylyl)acrylate, mp. 150-152° C. The reactants are ClC(Cl)Cl, O=C(Cl)C(=O)Cl, COc1ccc(C(=O)O)cc1Cl, C1CCOC1. The product is COc1ccc(C(=O)Cl)cc1Cl. RXN SMILES: [CH:24]([Cl:25])([Cl:26])[Cl:27].[Cl:18][C:19]([C:20]([Cl:21])=[O:22])=[O:23].[Cl:1][c:2]1[cH:3][c:4]([C:5](=[O:6])[OH:7])[cH:8][cH:9][c:10]1[O:11][CH3:12].[O:13]1[CH2:14][CH2:15][CH2:16][CH2:17]1>>[Cl:1][c:2]1[cH:3][c:4]([C:5](=[O:6])[Cl:18])[cH:8][cH:9][c:10]1[O:11][CH3:12]. Starting materials: C(Cl)Cl (CH2Cl2), N#N (N2), BrC1=NC(=CC=C1)Br (2,6-dibromopyridine), N1=CC=C(C=C1)B(O)O (pyridine-4-boronic acid). Reagents/catalysts: C=1C=CC(=CC1)[P](C=2C=CC=CC2)(C=3C=CC=CC3)[Pd]([P](C=4C=CC=CC4)(C=5C=CC=CC5)C=6C=CC=CC6)([P](C=7C=CC=CC7)(C=8C=CC=CC8)C=9C=CC=CC9)[P](C=1C=CC=CC1)(C=1C=CC=CC1)C=1C=CC=CC1 (Pd(PPh3)4). Run in C(=O)([O-])[O-].[Na+].[Na+] (Na2CO3), C1(=CC=CC=C1)C (toluene). Product: BrC1=CC=CC(=N1)C1=CC=NC=C1 (6-bromo-[2,4′]bipyridine). RXN SMILES: N#N.Br[C:4]1[CH:9]=[CH:8][CH:7]=[C:6]([Br:10])[N:5]=1.[N:11]1[CH:16]=[CH:15][C:14](B(O)O)=[CH:13][CH:12]=1.C(Cl)Cl>C([O-])([O-])=O.[Na+].[Na+].C1(C)C=CC=CC=1.C1C=CC([P]([Pd]([P](C2C=CC=CC=2)(C2C=CC=CC=2)C2C=CC=CC=2)([P](C2C=CC=CC=2)(C2C=CC=CC=2)C2C=CC=CC=2)[P](C2C=CC=CC=2)(C2C=CC=CC=2)C2C=CC=CC=2)(C2C=CC=CC=2)C2C=CC=CC=2)=CC=1>[Br:10][C:6]1[N:5]=[C:4]([C:14]2[CH:15]=[CH:16][N:11]=[CH:12][CH:13]=2)[CH:9]=[CH:8][CH:7]=1 |f:4.5.6,^1:39,41,60,79|. Procedure: Dry N2 was bubbled through a stirred solution of 2,6-dibromopyridine (1.6 gm, 6.7 mmole), pyridine-4-boronic acid (317 mg, 2.6 mmol), and Pd(PPh3)4 (160 mg) in aqueous 2M Na2CO3 (8 mL) and toluene (8 mL) at rt for 20 min. The reaction mixture was then heated to reflux for 10 hr. After cooling to rt CH2Cl2 (100 mL) was added and the mixture was washed with brine and dried (Na2SO4). Purification (Sio2, CH2Cl2/MeOH/NH4OH: 100/11/8) gave 6-bromo-[2,4′]bipyridine. MS (m/z): Calcd. C10H7N2Br (M+): 235... Starting materials: O=C(Cl)C(=O)Cl, ClCCl, Cc1c(F)c(F)c(F)c(F)c1C(=O)O, CN(C)C=O. The product is Cc1c(F)c(F)c(F)c(F)c1C(=O)Cl. Reaction SMILES: [Cl:15][C:16]([C:17]([Cl:18])=[O:19])=[O:20].[Cl:21][CH2:22][Cl:23].[F:1][c:2]1[c:3]([C:4](=[O:5])[OH:6])[c:7]([CH3:14])[c:8]([F:13])[c:9]([F:12])[c:10]1[F:11].[O:24]=[CH:25][N:26]([CH3:27])[CH3:28]>>[F:1][c:2]1[c:3]([C:4](=[O:5])[Cl:15])[c:7]([CH3:14])[c:8]([F:13])[c:9]([F:12])[c:10]1[F:11]. Starting materials: [CH-]1C=CC=C1.[Na+] (sodium cyclopentadienide), BrCCCCCCCC (1-bromooctane), O (water), C(C)OCC (diethyl ether). Solvent: O1CCCC1 (THF), O1CCCC1 (tetrahydrofuran). Reaction conditions: time 5 hour. The product is C(CCCCCCC)C1=CC=CC1 (n-octylcyclopentadiene). The yield is 79.0%. Reaction SMILES: Br[CH2:2][CH2:3][CH2:4][CH2:5][CH2:6][CH2:7][CH2:8][CH3:9].[CH-:10]1[CH:14]=[CH:13][CH:12]=[CH:11]1.[Na+].O.C(OCC)C>O1CCCC1>[CH2:2]([C:14]1[CH2:13][CH:12]=[CH:11][CH:10]=1)[CH2:3][CH2:4][CH2:5][CH2:6][CH2:7][CH2:8][CH3:9] |f:1.2|. Reported procedure: Under a high purity nitrogen atmosphere, 5.8 ml(30mmol) of 1-bromooctane was introduced into a Schlenck flask and 50 ml of tetrahydrofuran (THF) was added thereto. To the resulting mixture, 18 ml of 2N sodium cyclopentadienide in THF was added at 0° C. The resultant was stirred for 5 hours at room temperature, 100 ml of water and 100 ml of diethyl ether were added thereto, followed by agitation. The diethyl ether layer was separated and dried over anhydrous magnesium sulfate. After removing magn... Starting materials: C(C)(C)(C)OC([C@H]1N(CCC1)C(=O)N(NC(CCC1=CC=CC=C1)C(=O)OCC)C)=O (N-[1-Methyl-2-(1-ethoxycarbonyl-3-phenylpropyl)hydrazinocarbonyl] proline t-butyl ester), Cl (HCl). Run in CCOCC (ether). The product is CN(NC(CCC1=CC=CC=C1)C(=O)OCC)C(=O)N1[C@H](C(=O)O)CCC1 (N-[1-Methyl-2-(1-ethoxycarbonyl-3-phenylpropyl)hydrazinocarbonyl] proline). Yield: 86.1%. Reaction SMILES: C([O:5][C:6](=[O:31])[C@@H:7]1[CH2:11][CH2:10][CH2:9][N:8]1[C:12]([N:14]([CH3:30])[NH:15][CH:16]([C:25]([O:27][CH2:28][CH3:29])=[O:26])[CH2:17][CH2:18][C:19]1[CH:24]=[CH:23][CH:22]=[CH:21][CH:20]=1)=[O:13])(C)(C)C.Cl>CCOCC>[CH3:30][N:14]([C:12]([N:8]1[CH2:9][CH2:10][CH2:11][C@H:7]1[C:6]([OH:31])=[O:5])=[O:13])[NH:15][CH:16]([C:25]([O:27][CH2:28][CH3:29])=[O:26])[CH2:17][CH2:18][C:19]1[CH:20]=[CH:21][CH:22]=[CH:23][CH:24]=1. Reported procedure: A solution of 0.4 g of the product of Example 1 in 50 ml anhydrous ether was treated with dry HCl gas at 0° C. for two hours. Solvent was evaporated to dryness. Purification of the crude product through Dowex 50 X 2-100, resin gave 0.3 g of product.